From a dataset of the Open Reaction Database (ORD), a public repository of structured organic reaction records. describe an organic reaction: reactants, conditions, products, and yield The reactants are CCOC(=O)Cn1ccc2c(O)cccc21, Cc1nc(-c2ccc(C(F)(F)F)cc2)ccc1CCO, CC(C)(C)OC(=O)N=NC(=O)OC(C)(C)C, C1CCOC1, c1ccc(P(c2ccccc2)c2ccccc2)cc1. The product is CCOC(=O)Cn1ccc2c(OCCc3ccc(-c4ccc(C(F)(F)F)cc4)nc3C)cccc21. Reaction SMILES: [CH2:1]([CH3:2])[O:3][C:4]([CH2:5][n:6]1[cH:7][cH:8][c:9]2[c:10]([OH:15])[cH:11][cH:12][cH:13][c:14]12)=[O:16].[CH3:17][c:18]1[n:19][c:20](-[c:27]2[cH:28][cH:29][c:30]([C:33]([F:34])([F:35])[F:36])[cH:31][cH:32]2)[cH:21][cH:22][c:23]1[CH2:24][CH2:25][OH:26].[N:37]([C:38]([O:39][C:40]([CH3:41])([CH3:42])[CH3:43])=[O:44])=[N:45][C:46]([O:47][C:48]([CH3:49])([CH3:50])[CH3:51])=[O:52].[O:72]1[CH2:73][CH2:74][CH2:75][CH2:76]1.[c:53]1([P:54]([c:55]2[cH:56][cH:57][cH:58][cH:59][cH:60]2)[c:61]2[cH:62][cH:63][cH:64][cH:65][cH:66]2)[cH:67][cH:68][cH:69][cH:70][cH:71]1>>[CH2:1]([CH3:2])[O:3][C:4]([CH2:5][n:6]1[cH:7][cH:8][c:9]2[c:10]([O:15][CH2:25][CH2:24][c:23]3[c:18]([CH3:17])[n:19][c:20](-[c:27]4[cH:28][cH:29][c:30]([C:33]([F:34])([F:35])[F:36])[cH:31][cH:32]4)[cH:21][cH:22]3)[cH:11][cH:12][cH:13][c:14]12)=[O:16]. The reactants are CC(/C=C/C(=O)OCC)=C (ethyl(2E)-4-methylpenta-2,4-dienoate), C(=O)C=C (acrolein), C1(O)=CC=C(O)C=C1 (hydroquinone). Conditions: temperature 97.5 celsius. Yields the product C(=O)[C@H]1CCC(=C[C@H]1C(=O)OCC)C (cis-ethyl 6-formyl-3-methylcyclohex-2-ene-1-carboxylate). RXN SMILES: [CH3:1][C:2](=[CH2:10])/[CH:3]=[CH:4]/[C:5]([O:7][CH2:8][CH3:9])=[O:6].[CH:11]([CH:13]=[CH2:14])=[O:12].C1(C=CC(O)=CC=1)O>>[CH:11]([C@@H:13]1[C@H:4]([C:5]([O:7][CH2:8][CH3:9])=[O:6])[CH:3]=[C:2]([CH3:1])[CH2:10][CH2:14]1)=[O:12]. Reported procedure: A mixture of ethyl(2E)-4-methylpenta-2,4-dienoate (8.5 g, 60.6 mmol), acrolein (5.1 g, 91 mmol) and hydroquinone (67 mg, 0.6 mmol) was heated to 95-100° C. for 24 h. The mainly cis-ethyl 6-formyl-3-methylcyclohex-2-ene-1-carboxylate was isolated by distillation (60-80° C./0.5 mm Hg) and then equilibrated with freshly activated basic alumina (−2 grams of basic alumina per gram of cis-ethyl 6-formyl-3-methylcyclohex-2-ene-1-carboxylate) in benzene as solvent (−6 mL benzene per gram of cis-ethyl 6-... The reactants are C(=O)C=1C=CC=2N(C1)C=C(N2)C(=O)NC2=CC=CC=C2 (6-formyl-N-phenylimidazo[1,2-a]pyridine-2-carboxamide), C(=O)C=1C=CC=2N(C1)C=C(N2)C(=O)NC2=CC=CC=C2 (6-formyl-N-phenylimidazo[1,2-a]pyridine-2-carboxamide), C([O-])([O-])=O.[K+].[K+] (potassium carbonate), C1(=CC=C(C=C1)S(=O)(=O)C[N+]#[C-])C (para-toluenesulfonylmethylisonitrile). The solvent is CO (methanol). Yields the product O1C=NC=C1C=1C=CC=2N(C1)C=C(N2)C(=O)NC2=CC=CC=C2 (6-(oxazol-5-yl)-N-phenylimidazo[1,2-a]pyridine-2-carboxamide). Isolated yield 34.9%. Reaction SMILES: [CH:1]([C:3]1[CH:4]=[CH:5][C:6]2[N:7]([CH:9]=[C:10]([C:12]([NH:14][C:15]3[CH:20]=[CH:19][CH:18]=[CH:17][CH:16]=3)=[O:13])[N:11]=2)[CH:8]=1)=[O:2].C(=O)([O-])[O-].[K+].[K+].C1(C)C=CC(S([CH2:36][N+:37]#[C-:38])(=O)=O)=CC=1>CO>[O:2]1[C:1]([C:3]2[CH:4]=[CH:5][C:6]3[N:7]([CH:9]=[C:10]([C:12]([NH:14][C:15]4[CH:20]=[CH:19][CH:18]=[CH:17][CH:16]=4)=[O:13])[N:11]=3)[CH:8]=2)=[CH:38][N:37]=[CH:36]1 |f:1.2.3|. Procedure: To a suspension of 200 mg of 6-formyl-N-phenylimidazo[1,2-a]pyridine-2-carboxamide (Intermediate 8) in 10 mL of methanol are added 104 mg of potassium carbonate and 147 mg of para-toluenesulfonylmethylisonitrile (TOSMIC). The reaction mixture is refluxed for 2 hours and then evaporated to dryness under reduced pressure, taken up in 300 mL of dichloromethane and washed with water. The organic phase is dried and concentrated to dryness on silica and then chromatographed on a silica cartridge, elut... Starting materials: [Cl-].[NH4+] (ammonium chloride), BrC=1C=CC(=NC1)[N+](=O)[O-] (5-bromo-2-nitro-pyridine), C([O-])([O-])=O.[Cs+].[Cs+] (cesium carbonate), OC=1C(=CC2=C(N=C(N2COCC[Si](C)(C)C)C2=NC=CC=C2)C1)C1N(CCC1)C(C)=O (1-(2-(6-hydroxy-2-pyridin-2-yl-3-(2-trimethylsilanyl-ethoxymethyl)-3H-benzimidazol-5-yl)-pyrrolidin-1-yl)-ethanone). The reagents and catalysts are [Cu]=O (copper(II) oxide). Solvent: N1=CC=CC=C1 (pyridine). Run at temperature 120 celsius, time 8 hour. Product: NC1=CC=C(C=N1)OC=1C(=CC2=C(N=C(N2)C2=NC=CC=C2)C1)C1N(CCC1)C(C)=O (1-(2-(6-(6-amino-pyridin-3-yloxy)-2-pyridin-2-yl-3H-benzimidazol-5-yl)-pyrrolidin-1-yl)-ethanone). RXN SMILES: Br[C:2]1[CH:3]=[CH:4][C:5]([N+:8]([O-])=O)=[N:6][CH:7]=1.C(=O)([O-])[O-].[Cs+].[Cs+].[OH:17][C:18]1[C:19]([CH:41]2[CH2:45][CH2:44][CH2:43][N:42]2[C:46](=[O:48])[CH3:47])=[CH:20][C:21]2[N:25](COCC[Si](C)(C)C)[C:24]([C:34]3[CH:39]=[CH:38][CH:37]=[CH:36][N:35]=3)=[N:23][C:22]=2[CH:40]=1.[Cl-].[NH4+]>[Cu]=O.N1C=CC=CC=1>[NH2:8][C:5]1[N:6]=[CH:7][C:2]([O:17][C:18]2[C:19]([CH:41]3[CH2:45][CH2:44][CH2:43][N:42]3[C:46](=[O:48])[CH3:47])=[CH:20][C:21]3[NH:25][C:24]([C:34]4[CH:39]=[CH:38][CH:37]=[CH:36][N:35]=4)=[N:23][C:22]=3[CH:40]=2)=[CH:3][CH:4]=1 |f:1.2.3,5.6|. Procedure: 53.5 mg of 5-bromo-2-nitro-pyridine, 84.2 mg of cesium carbonate and 25 mg of copper(II) oxide were added to a pyridine (1 ml) solution of 55.0 mg of 1-(2-(6-hydroxy-2-pyridin-2-yl-3-(2-trimethylsilanyl-ethoxymethyl)-3H-benzimidazol-5-yl)-pyrrolidin-1-yl)-ethanone obtained in Example 121 (step 10), and the reaction liquid was stirred overnight in a sealed tube at 120° C. After cooled, aqueous saturated ammonium chloride and saturated saline were added in order to the reaction liquid, extracted w... Starting materials: [Cl-].[NH4+] (ammonium chloride), C(CCC)[Li] (n-Butyllithium), BrC=1C=CC(=C(C1)C=1NC(C2=C(N1)N(N=C2)CCC)=O)OCC (6-(5-bromo-2-ethoxyphenyl)-1-n-propyl-1,5-dihydro-4H-pyrazolo[3, 4-d]pyrimidin-4-one), C(=O)=O (carbon dioxide). The solvent is C1CCOC1 (THF). Conditions: temperature -78 celsius, time 1 hour. Product: C(C)OC1=C(C=C(C(=O)O)C=C1)C=1NC(C2=C(N1)N(N=C2)CCC)=O (4-Ethoxy-3-(4-oxo-1-n-propyl-1,5-dihydro-4H-pyrazolo-[3,4-d]pyrimidin-6-yl)benzoic acid). Isolated yield 19.0%. RXN SMILES: C([Li])CCC.Br[C:7]1[CH:8]=[CH:9][C:10]([O:26][CH2:27][CH3:28])=[C:11]([C:13]2[NH:14][C:15](=[O:25])[C:16]3[CH:21]=[N:20][N:19]([CH2:22][CH2:23][CH3:24])[C:17]=3[N:18]=2)[CH:12]=1.[C:29](=[O:31])=[O:30].[Cl-].[NH4+]>C1COCC1>[CH2:27]([O:26][C:10]1[CH:9]=[CH:8][C:7]([C:29]([OH:31])=[O:30])=[CH:12][C:11]=1[C:13]1[NH:14][C:15](=[O:25])[C:16]2[CH:21]=[N:20][N:19]([CH2:22][CH2:23][CH3:24])[C:17]=2[N:18]=1)[CH3:28] |f:3.4|. Procedure details: n-Butyllithium (2.5 M solution in hexane, 2.0 ml, 0.005 mol) was added dropwise to a stirred solution of 6-(5-bromo-2-ethoxyphenyl)-1-n-propyl-1,5-dihydro-4H-pyrazolo[3, 4-d]pyrimidin-4-one (0.755 g, 0.002 mol) in dry THF (20 ml) at −78° C. under a dry nitrogen atmosphere. The bright yellow solution was stirred for 1 hour at −78° C., then excess crushed solid carbon dioxide was added and the resulting solution was allowed to warm to room temperature. Saturated aqueous ammonium chloride solution ... Reactants: Fc1ccc(Nc2ccc(Br)cn2)c(F)c1, C1CCOC1, [Li]CCCC, Cc1nc2cc(Cl)c(C=O)cc2[nH]1. Product: Cc1nc2cc(Cl)c(C(=O)c3ccc(Nc4ccc(F)cc4F)nc3)cc2[nH]1. RXN SMILES: [Br:6][c:7]1[cH:8][cH:9][c:10]([NH:13][c:14]2[c:15]([F:21])[cH:16][c:17]([F:20])[cH:18][cH:19]2)[n:11][cH:12]1.[CH2:35]1[O:36][CH2:37][CH2:38][CH2:39]1.[CH3:1][CH2:2][CH2:3][CH2:4][Li:5].[Cl:22][c:23]1[c:24]([CH:33]=[O:34])[cH:25][c:26]2[c:27]([n:28][c:29]([CH3:31])[nH:30]2)[cH:32]1>>[c:7]1([C:33]([c:24]2[c:23]([Cl:22])[cH:32][c:27]3[c:26]([cH:25]2)[nH:30][c:29]([CH3:31])[n:28]3)=[O:34])[cH:8][cH:9][c:10]([NH:13][c:14]2[c:15]([F:21])[cH:16][c:17]([F:20])[cH:18][cH:19]2)[n:11][cH:12]1. The reactants are C1=CC=CC=2C3C4=CC=CC=C4C(C12)(C3)CN3CCC(CC3)=O (1-(9,10-dihydro-9,10-methanoanthracen-9-ylmethyl)-4-piperidinone), BrC1=C(C=CC=C1)OC (2-bromoanisole). The product is hydrochloride salt, C1=CC=CC=2C3C4=CC=CC=C4C(C12)(C3)CN3CCC(CC3)(O)C3=C(C=CC=C3)OC (1-(9,10-Dihydro-9,10-methanoanthracen-9-ylmethyl)-4-(2-methoxyphenyl)piperidin-4-ol). Isolated yield 43.0%. Reaction SMILES: [CH:1]1[C:14]2[C:13]3([CH2:16][N:17]4[CH2:22][CH2:21][C:20](=[O:23])[CH2:19][CH2:18]4)[CH2:15][CH:6]([C:7]4[C:12]3=[CH:11][CH:10]=[CH:9][CH:8]=4)[C:5]=2[CH:4]=[CH:3][CH:2]=1.Br[C:25]1[CH:30]=[CH:29][CH:28]=[CH:27][C:26]=1[O:31][CH3:32]>>[CH:11]1[C:12]2[C:13]3([CH2:16][N:17]4[CH2:22][CH2:21][C:20]([C:25]5[CH:30]=[CH:29][CH:28]=[CH:27][C:26]=5[O:31][CH3:32])([OH:23])[CH2:19][CH2:18]4)[CH2:15][CH:6]([C:5]4[C:14]3=[CH:1][CH:2]=[CH:3][CH:4]=4)[C:7]=2[CH:8]=[CH:9][CH:10]=1. Reported procedure: Using a procedure similar to that described in example 1 except starting with 1-(9,10-dihydro-9,10-methanoanthracen-9-ylmethyl)-4-piperidinone (described in example 5d) and employing 2-bromoanisole, the hydrochloride salt of the title compound was formed in 43% yield as a white solid, mp 290-293 C. elemental The reactants are CC(C)(C)OC(=O)Nc1ccc(CO)cc1, C1CCOC1, COc1ccc(CN2C(=O)CNS2(=O)=O)c(OC)c1, CCOC(=O)N=NC(=O)OCC, c1ccc(P(c2ccccc2)c2ccccc2)cc1. The product is COc1ccc(CN2C(=O)CN(Cc3ccc(NC(=O)OC(C)(C)C)cc3)S2(=O)=O)c(OC)c1. As a reaction SMILES: [C:20]([CH3:21])([CH3:22])([CH3:23])[O:24][C:25]([NH:26][c:27]1[cH:28][cH:29][c:30]([CH2:33][OH:34])[cH:31][cH:32]1)=[O:35].[CH2:67]1[O:68][CH2:69][CH2:70][CH2:71]1.[CH3:1][O:2][c:3]1[c:4]([CH2:5][N:6]2[S:7](=[O:12])(=[O:13])[NH:8][CH2:9][C:10]2=[O:11])[cH:14][cH:15][c:16]([O:18][CH3:19])[cH:17]1.[O:55]=[C:56]([O:57][CH2:58][CH3:59])[N:60]=[N:61][C:62]([O:63][CH2:64][CH3:65])=[O:66].[c:36]1([P:37]([c:38]2[cH:39][cH:40][cH:41][cH:42][cH:43]2)[c:44]2[cH:45][cH:46][cH:47][cH:48][cH:49]2)[cH:50][cH:51][cH:52][cH:53][cH:54]1>>[CH3:1][O:2][c:3]1[c:4]([CH2:5][N:6]2[S:7](=[O:12])(=[O:13])[N:8]([CH2:33][c:30]3[cH:29][cH:28][c:27]([NH:26][C:25]([O:24][C:20]([CH3:21])([CH3:22])[CH3:23])=[O:35])[cH:32][cH:31]3)[CH2:9][C:10]2=[O:11])[cH:14][cH:15][c:16]([O:18][CH3:19])[cH:17]1. Starting materials: NCC1C=2C=CC=C(C2CCC1)OC1=NC=C(C(=O)N)C=C1 (6-(5-aminomethyl-5,6,7,8-tetrahydro-naphtalene-1-yloxy)-nicotinamide), [BH4-].[Na+] (NaBH4), NCC1C=2C=CC=C(C2CCC1)OC1=NC=C(C(=O)N)C=C1 (6-(5-aminomethyl-5,6,7,8-tetrahydro-naphtalene-1-yloxy)-nicotinamide), CC(CC=O)(C)C (3,3-dimethylbutyraldehyde). Product: CC(CCNCC1C=2C=CC=C(C2CCC1)OC1=NC=C(C(=O)N)C=C1)(C)C (6-{5-[(3,3-Dimethyl-butylamino)-methyl]-5,6,7,8-tetrahydro-naphthalen-1-yloxy}-nicotinamide). Isolated yield 68.2%. RXN SMILES: [NH2:1][CH2:2][CH:3]1[CH2:12][CH2:11][CH2:10][C:9]2[C:8]([O:13][C:14]3[CH:22]=[CH:21][C:17]([C:18]([NH2:20])=[O:19])=[CH:16][N:15]=3)=[CH:7][CH:6]=[CH:5][C:4]1=2.[CH3:23][C:24]([CH3:29])([CH3:28])[CH2:25][CH:26]=O.[BH4-].[Na+]>>[CH3:23][C:24]([CH3:29])([CH3:28])[CH2:25][CH2:26][NH:1][CH2:2][CH:3]1[CH2:12][CH2:11][CH2:10][C:9]2[C:8]([O:13][C:14]3[CH:22]=[CH:21][C:17]([C:18]([NH2:20])=[O:19])=[CH:16][N:15]=3)=[CH:7][CH:6]=[CH:5][C:4]1=2 |f:2.3|. Reported procedure: Using a method similar to Example 201, using 6-(5-aminomethyl-5,6,7,8-tetrahydro-naphtalene-1-yloxy)-nicotinamide (intermediate 20, 148 mg, 0.500 mmol), 3,3-dimethylbutyraldehyde (75 mg, 0.750 mmol), and NaBH4 (38 mg, 1.00 mmol) gives the title compound (130 mg) as a white foam. Mass spectrum (ion spray): m/z=382 (M+1); 1HNMR (CDCl3): 8.55 (s, 1H), 8.14 (d, 1H), 7.22-7.14 (m, 2H), 6.90 (m, 2H), 5.76 (br. s, 2H), 3.03 (m, 1H), 2.92-2.80 (m, 2H), 2.71-2.55 (m, 3H), 2.49-2.41 (m, 1H), 1.85-1.65 (m,... Reactants: FC(C(=O)OCC)C(=O)OCC (Diethyl fluoromalonate), [Na] (sodium), CCO (EtOH), Cl.C(C)(=N)N (acetamidine hydrochloride), [Na] (sodium). Conditions: time 1 hour. Product: OC1=NC(=NC(=C1F)O)C (4,6-dihydroxy-5-fluoro-2-methylpyrimidine). Isolated yield 64.4%. As a reaction SMILES: [Na].CCO.[F:5][CH:6]([C:12]([O:14]CC)=O)[C:7]([O:9]CC)=O.Cl.[C:18]([NH2:21])(=[NH:20])[CH3:19]>>[OH:9][C:7]1[C:6]([F:5])=[C:12]([OH:14])[N:21]=[C:18]([CH3:19])[N:20]=1 |f:3.4,^1:0|. Reported procedure: Part A: A mixture of sodium metal (1.55 g, 67.4 mmol) and EtOH (15.0 mL, 257 mmol) was stirred at RT until nearly all sodium had reacted. Diethyl fluoromalonate (3.54 mL, 22.4 mmol) was added followed by acetamidine hydrochloride (2.14 g, 22.7 mmol). The reaction mixture was heated at reflux for 3 h, cooled to RT and concentrated under reduced pressure. The residue was diluted with water (ca. 50 mL) and acidified (pH=2) with 6M aqueous HCl, and the mixture was stirred at RT for 1 h as a precipit...